From a dataset of the Open Reaction Database (ORD), a public repository of structured organic reaction records. describe an organic reaction: reactants, conditions, products, and yield Starting materials: ClC=1C=C(C=CC1)[C@H](CN(C(OC(C)(C)C)=O)CCC1=CC=C(C=C1)C1=CC(=C(C=C1)C(=O)NS(=O)(=O)CCCO)OC(C)C)O (tert-butyl [(2R)-2-(3-chlorophenyl)-2-hydroxyethyl][2-[4′-[[[(3-hydroxypropyl)sulfonyl]amino]-carbonyl]-3′-isopropoxy-4-biphenylyl]ethyl]carbamate), Cl (hydrogen chloride). Solvent: O1CCOCC1 (1,4-dioxane), O1CCOCC1 (1,4-dioxane). Reaction conditions: time 5 hour. Product: Cl.ClC=1C=C(C=CC1)[C@H](CNCCC1=CC=C(C=C1)C1=CC(=C(C=C1)C(=O)NS(=O)(=O)CCCO)OC(C)C)O (4′-[2-[[(2R)-2-(3-chlorophenyl)-2-hydroxyethyl]amino]ethyl]-N-[(3-hydroxypropyl)sulfonyl]-3-isopropoxy-4-biphenylcarboxamide hydrochloride). Isolated yield 151.0%. RXN SMILES: [Cl:1][C:2]1[CH:3]=[C:4]([C@@H:8]([OH:46])[CH2:9][N:10]([CH2:18][CH2:19][C:20]2[CH:25]=[CH:24][C:23]([C:26]3[CH:31]=[CH:30][C:29]([C:32]([NH:34][S:35]([CH2:38][CH2:39][CH2:40][OH:41])(=[O:37])=[O:36])=[O:33])=[C:28]([O:42][CH:43]([CH3:45])[CH3:44])[CH:27]=3)=[CH:22][CH:21]=2)C(=O)OC(C)(C)C)[CH:5]=[CH:6][CH:7]=1.Cl>O1CCOCC1>[ClH:1].[Cl:1][C:2]1[CH:3]=[C:4]([C@@H:8]([OH:46])[CH2:9][NH:10][CH2:18][CH2:19][C:20]2[CH:25]=[CH:24][C:23]([C:26]3[CH:31]=[CH:30][C:29]([C:32]([NH:34][S:35]([CH2:38][CH2:39][CH2:40][OH:41])(=[O:37])=[O:36])=[O:33])=[C:28]([O:42][CH:43]([CH3:44])[CH3:45])[CH:27]=3)=[CH:22][CH:21]=2)[CH:5]=[CH:6][CH:7]=1 |f:3.4|. Reported procedure: To a solution of tert-butyl [(2R)-2-(3-chlorophenyl)-2-hydroxyethyl][2-[4′-[[[(3-hydroxypropyl)sulfonyl]amino]-carbonyl]-3′-isopropoxy-4-biphenylyl]ethyl]carbamate (231 mg) in 1,4-dioxane (2.3 ml) was added 4N hydrogen chloride in 1,4-dioxane (2.3 ml) and the mixture was stirred at room temperature for 5 hours. The precipitates were collected by filtration, washed with 1,4-dioxane, and dried under reduced pressure to give 4′-[2-[[(2R)-2-(3-chlorophenyl)-2-hydroxyethyl]amino]ethyl]-N-[(3-hydroxyp... The reactants are ClCC/C(=C(\C1=CC=CC=C1)/C1=CC=C(C=C1)N)/C1=CC=CC=C1 ((Z)-4-(4-Chloro-1,2-diphenyl-but-1-enyl)phenylamine), BrCC(=O)OCC (ethyl bromoacetate), C(C)(=O)[O-].[Na+] (sodium acetate). Solvent: C(C)O (ethanol). The product is C(C)OC(CNC1=CC=C(C=C1)\C(=C(\CCCl)/C1=CC=CC=C1)\C1=CC=CC=C1)=O ((Z)-[4-(4-Chloro-1,2-diphenyl-but-1-enyl)phenylamino]acetic Acid Ethyl Ester). Reaction SMILES: [Cl:1][CH2:2][CH2:3]/[C:4](/[C:19]1[CH:24]=[CH:23][CH:22]=[CH:21][CH:20]=1)=[C:5](/[C:12]1[CH:17]=[CH:16][C:15]([NH2:18])=[CH:14][CH:13]=1)\[C:6]1[CH:11]=[CH:10][CH:9]=[CH:8][CH:7]=1.Br[CH2:26][C:27]([O:29][CH2:30][CH3:31])=[O:28].C([O-])(=O)C.[Na+]>C(O)C>[CH2:30]([O:29][C:27](=[O:28])[CH2:26][NH:18][C:15]1[CH:14]=[CH:13][C:12](/[C:5](/[C:6]2[CH:11]=[CH:10][CH:9]=[CH:8][CH:7]=2)=[C:4](\[C:19]2[CH:24]=[CH:23][CH:22]=[CH:21][CH:20]=2)/[CH2:3][CH2:2][Cl:1])=[CH:17][CH:16]=1)[CH3:31] |f:2.3|. Procedure: (Z)-4-(4-Chloro-1,2-diphenyl-but-1-enyl)phenylamine (2.0 g, 5.99 mmol), ethanol (30 ml), ethyl bromoacetate (2.5 g, 15 mmol) and sodium acetate (2.4 g, 17.9 mmol) are added to the reaction vessel and refluxed for three hours. Then the solvent is evaporated and the residue is dissolved in water and ethyl acetate. Ethyl acetate phase is dried and evaporated to dryness. Yield 2.9 g. Starting materials: C(#N)CC(=O)OCC (Ethyl cyanoacetate), C(C(C)C)N (isobutylamine). Run at time 2 hour. The product is C(C(C)C)NC(CC#N)=O (N-isobutyl cyanoacetamide). RXN SMILES: [C:1]([CH2:3][C:4]([O:6]CC)=O)#[N:2].[CH2:9]([NH2:13])[CH:10]([CH3:12])[CH3:11]>>[CH2:9]([NH:13][C:4](=[O:6])[CH2:3][C:1]#[N:2])[CH:10]([CH3:12])[CH3:11]. Procedure: Ethyl cyanoacetate (113 g., 1.0 mole) and isobutylamine (73 g., 1.0 mole) were refluxed with stirring for 2 hours to give N-isobutyl cyanoacetamide. Starting materials: COC1=[N+](C(C)(C)C)CCC1, COS(=O)(=O)[O-], CCO, N#CCc1ccc(Cl)cc1, [Na]. The product is CC(C)(C)N1CCCC1=C(C#N)c1ccc(Cl)cc1. Reaction SMILES: [C:7]([CH3:8])([CH3:9])([CH3:10])[N+:11]1=[C:12]([O:16][CH3:17])[CH2:13][CH2:14][CH2:15]1.[CH3:1][O:2][S:3]([O-:4])(=[O:5])=[O:6].[CH3:29][CH2:30][OH:31].[Cl:18][c:19]1[cH:20][cH:21][c:22]([CH2:23][C:24]#[N:25])[cH:26][cH:27]1.[Na:28]>>[C:7]([CH3:8])([CH3:9])([CH3:10])[N:11]1[C:12](=[C:23]([c:22]2[cH:21][cH:20][c:19]([Cl:18])[cH:27][cH:26]2)[C:24]#[N:25])[CH2:13][CH2:14][CH2:15]1. Starting materials: CN=C=S (methyl isothiocyanate), NC1=C(C2=C(C=N1)NC(N2[C@@H]2[C@@H](CCCC2)C)=O)N (6,7-diamino-1-[(1S,2R)-2-methylcyclohexyl]-1,3-dihydro-2H-imidazo[4,5-c]pyridin-2-one), O (water). The solvent is C=1(C(=CC=CC1)CCO)C (toluene-ethanol). Run at temperature 80 celsius. Product: CNC1=NC=2C(=NC=C3C2N(C(N3)=O)[C@@H]3[C@@H](CCCC3)C)N1 (2-(methylamino)-8-[(1S,2R)-2-methylcyclohexyl]-6,8-dihydrodiimidazo[4,5-b:4′,5′-d]pyridin-7(3H)-one). RXN SMILES: [NH2:1][C:2]1[N:7]=[CH:6][C:5]2[NH:8][C:9](=[O:18])[N:10]([C@H:11]3[CH2:16][CH2:15][CH2:14][CH2:13][C@H:12]3[CH3:17])[C:4]=2[C:3]=1[NH2:19].[CH3:20][N:21]=[C:22]=S.O>C1(C)C(CCO)=CC=CC=1>[CH3:20][NH:21][C:22]1[NH:1][C:2]2=[N:7][CH:6]=[C:5]3[NH:8][C:9](=[O:18])[N:10]([C@H:11]4[CH2:16][CH2:15][CH2:14][CH2:13][C@H:12]4[CH3:17])[C:4]3=[C:3]2[N:19]=1. Procedure: To a mixture of 6,7-diamino-1-[(1S,2R)-2-methylcyclohexyl]-1,3-dihydro-2H-imidazo[4,5-c]pyridin-2-one (147 mg) in toluene-ethanol (1 mL-0.5 mL) was added methyl isothiocyanate (43 μL). The resulting solution was heated for 80° C. for 1 hour. After cooling to ambient temperature, the reaction mixture was added drop wise water. The mixture was extracted with EtOAc (2×15 mL). The combined extracts were washed with brine (20 mL), dried over MgSO4. Removal of the solvent preceded the crude thiocarbam...